This data is from the Open Reaction Database (ORD), a public repository of structured organic reaction records. The task is: describe an organic reaction: reactants, conditions, products, and yield Starting materials: O=C1C(N2CCCCC2)CCN1Cc1c(Cl)cc(Br)cc1Cl, Cc1ccccc1, CCOC(C)=O, N#N, [Na+], [Na+], O=C([O-])[O-], OB(O)c1ccc(F)cc1, c1ccc(P(c2ccccc2)(c2ccccc2)[Pd](P(c2ccccc2)(c2ccccc2)c2ccccc2)(P(c2ccccc2)(c2ccccc2)c2ccccc2)P(c2ccccc2)(c2ccccc2)c2ccccc2)cc1. The product is O=C1C(N2CCCCC2)CCN1Cc1c(Cl)cc(-c2ccc(F)cc2)cc1Cl. Reaction SMILES: [Br:1][c:2]1[cH:3][c:4]([Cl:22])[c:5]([CH2:6][N:7]2[C:8](=[O:18])[CH:9]([N:12]3[CH2:13][CH2:14][CH2:15][CH2:16][CH2:17]3)[CH2:10][CH2:11]2)[c:19]([Cl:21])[cH:20]1.[CH3:35][c:36]1[cH:37][cH:38][cH:39][cH:40][cH:41]1.[CH3:48][CH2:49][O:50][C:51](=[O:52])[CH3:53].[N:33]#[N:34].[Na+:42].[Na+:43].[O-:44][C:45](=[O:46])[O-:47].[OH:23][B:24]([OH:25])[c:26]1[cH:27][cH:28][c:29]([F:30])[cH:31][cH:32]1.[cH:54]1[cH:55][cH:56][c:57]([P:58]([Pd:59]([P:60]([c:61]2[cH:62][cH:63][cH:64][cH:65][cH:66]2)([c:67]2[cH:68][cH:69][cH:70][cH:71][cH:72]2)[c:73]2[cH:74][cH:75][cH:76][cH:77][cH:78]2)([P:79]([c:80]2[cH:81][cH:82][cH:83][cH:84][cH:85]2)([c:86]2[cH:87][cH:88][cH:89][cH:90][cH:91]2)[c:92]2[cH:93][cH:94][cH:95][cH:96][cH:97]2)[P:98]([c:99]2[cH:100][cH:101][cH:102][cH:103][cH:104]2)([c:105]2[cH:106][cH:107][cH:108][cH:109][cH:110]2)[c:111]2[cH:112][cH:113][cH:114][cH:115][cH:116]2)([c:117]2[cH:118][cH:119][cH:120][cH:121][cH:122]2)[c:123]2[cH:124][cH:125][cH:126][cH:127][cH:128]2)[cH:129][cH:130]1>>[c:2]1(-[c:26]2[cH:27][cH:28][c:29]([F:30])[cH:31][cH:32]2)[cH:3][c:4]([Cl:22])[c:5]([CH2:6][N:7]2[C:8](=[O:18])[CH:9]([N:12]3[CH2:13][CH2:14][CH2:15][CH2:16][CH2:17]3)[CH2:10][CH2:11]2)[c:19]([Cl:21])[cH:20]1. Starting materials: FC=1C=CC=2C=CN(C2C1)[Si](C(C)C)(C(C)C)C(C)C. The reagents and catalysts are N(CC)(CC)CC, O1BOC=2C=CC=CC12, OC(C)(C)C(O)(C)C, FC=1C(F)=C(F)C(B(C=2C(F)=C(F)C(F)=C(F)C2F)C=3C(F)=C(F)C(F)=C(F)C3F)=C(F)C1F. Run in C=1C=CC(=CC1)C. Run at temperature 120 celsius, time 72 hour. Yields the product FC=1C=CC=2C(=CN(C2C1)[Si](C(C)C)(C(C)C)C(C)C)B3OC(C)(C)C(O3)(C)C. The yield is 53.0%. Procedure: Prepared from 5-fluoro-N-(triisopropylsilyl)-1H-indole (4f, 58.3 mg, 0.200 mmol, 1.00 equiv) and catBH (96.0 mg, 0.800 mmol, 4.00 equiv) according to GP 2. The title compound was purified by flash column chromatography using cyclohexane/EtOAc/Et3N (30/1/1) as eluent to afford 6f (44.5 mg, 53%) as a white foam. Starting materials: C1CCCC2=NC3=CC=CC=C3C(=C12)N (1,2,3,4-Tetrahydro-9-acridinamine), aldehyde, ( 6 ), N1CCOCC1 (morpholine), C=1(C(=CC=CC1)C=O)C (o-tolualdehyde). Run in C1(=CC=CC=C1)C (toluene). Yields the product CC1=C(C=CC=C1)C=NC=1C2=CC=CC=C2N=C2CCCCC12 (N-[(2-Methylphenyl)methylene]-1,2,3,4-tetrahydro-9-acridinamine). RXN SMILES: [CH2:1]1[C:14]2[C:5](=[N:6][C:7]3[C:12]([C:13]=2[NH2:15])=[CH:11][CH:10]=[CH:9][CH:8]=3)[CH2:4][CH2:3][CH2:2]1.N1CCOCC1.[C:22]1([CH3:30])[C:23]([CH:28]=O)=[CH:24][CH:25]=[CH:26][CH:27]=1>C1(C)C=CC=CC=1>[CH3:30][C:22]1[CH:27]=[CH:26][CH:25]=[CH:24][C:23]=1[CH:28]=[N:15][C:13]1[C:12]2[C:7]([N:6]=[C:5]3[C:14]=1[CH2:1][CH2:2][CH2:3][CH2:4]3)=[CH:8][CH:9]=[CH:10][CH:11]=2. Procedure: 1,2,3,4-Tetrahydro-9-acridinamine (4.0 g) was suspended in 400 ml of toluene to which morpholine (3.5 g) and o-tolualdehyde (3.0 g) were successively added. The reaction mixture was refluxed overnight and then an additional 1.5 g of aldehyde was added. Reflux was continued for an additional six (6) hours and then the reaction mixture was concentrated and purified by flash chromatography (CH2Cl2, then 20% EtOAc/CH2Cl2). Fractions containing the pure product were concentrated and recrystallized fr... The reactants are C(C)C=1OC2=C(N1)C(C1=C(C=C2)C=C(C=C1)C)C=1C(NC(NC1)=O)=O ((±)-5-(2-Ethyl-7-methyl-4H-benzo[5,6]cyclohepta[1,2-d]oxazol-4-yl)-2,4(1H,3H)-pyrimidinedione), C(C)OC(=O)C=1N=C(OC1)CBr (2-[bromomethyl]-4-oxazolecarboxylic acid ethyl ester). Yields the product C(C)C=1OC2=C(N1)C(C1=C(C=C2)C=C(C=C1)C)C=1C(NC(N(C1)CC=1OC=C(N1)C(=O)OCC)=O)=O ((±)-2-[[5-(2-Ethyl-7-methyl-4H-benzo[5,6]cyclohepta[1,2-d]oxazol-4-yl)-3,4-dihydro-2,4-dioxo-1(2H)-pyrimidinyl]methyl]-4-oxazolecarboxylic acid, ethyl ester). RXN SMILES: [CH2:1]([C:3]1[O:4][C:5]2[CH:12]=[CH:11][C:10]3[CH:13]=[C:14]([CH3:17])[CH:15]=[CH:16][C:9]=3[CH:8]([C:18]3[C:19](=[O:25])[NH:20][C:21](=[O:24])[NH:22][CH:23]=3)[C:6]=2[N:7]=1)[CH3:2].[CH2:26]([O:28][C:29]([C:31]1[N:32]=[C:33]([CH2:36]Br)[O:34][CH:35]=1)=[O:30])[CH3:27]>>[CH2:1]([C:3]1[O:4][C:5]2[CH:12]=[CH:11][C:10]3[CH:13]=[C:14]([CH3:17])[CH:15]=[CH:16][C:9]=3[CH:8]([C:18]3[C:19](=[O:25])[NH:20][C:21](=[O:24])[N:22]([CH2:36][C:33]4[O:34][CH:35]=[C:31]([C:29]([O:28][CH2:26][CH3:27])=[O:30])[N:32]=4)[CH:23]=3)[C:6]=2[N:7]=1)[CH3:2]. Reported procedure: The subtitle compound was prepared from the product from example 1 step (vii) (6.5 g) and 2-[bromomethyl]-4-oxazolecarboxylic acid ethyl ester (Coll. Czech Chem. Comm., 1967, 32, 2155) (1.69 g) by the method of example 1 step (viii). Purification was by chromatography eluting with 60-66% ethyl acetate in toluene.